This data is from the Open Reaction Database (ORD), a public repository of structured organic reaction records. The task is: describe an organic reaction: reactants, conditions, products, and yield Solvent: C(Cl)Cl (CH2Cl2). The reactants are BrC1=C2CCNC(C2=CC=C1)C1=CC=C(C=C1)C(F)(F)F (5-bromo-1-(4-(trifluoromethyl)phenyl)-1,2,3,4-tetrahydroisoquinoline), N(=C=O)C(C)(C)C (2-isocyanato-2-methylpropane). Conditions: time 2 hour. Procedure details: To a 50 mL round-bottomed flask was added 5-bromo-1-(4-(trifluoromethyl)-phenyl)-1,2,3,4-tetrahydroisoquinoline (44 mg, 124 μmol, from step 3), CH2Cl2 (2 mL), 2-isocyanato-2-methylpropane (12 mg, 124 μmol, Aldrich). The reaction mixture was stirred at RT for 2 h. The solvent was removed in vacuo and the residue was purified by silica gel chromatography, eluting with 50% EtOAc/hexanes to give 5-bromo-N-tert-butyl-1-(4-(trifluoromethyl)phenyl)-3,4-dihydroisoquinoline-2(1H)-carboxamide. MS (ESI pos... Yields the product BrC1=C2CCN(C(C2=CC=C1)C1=CC=C(C=C1)C(F)(F)F)C(=O)NC(C)(C)C (5-bromo-N-tert-butyl-1-(4-(trifluoromethyl)phenyl)-3,4-dihydroisoquinoline-2(1H)-carboxamide). As a reaction SMILES: [Br:1][C:2]1[CH:11]=[CH:10][CH:9]=[C:8]2[C:3]=1[CH2:4][CH2:5][NH:6][CH:7]2[C:12]1[CH:17]=[CH:16][C:15]([C:18]([F:21])([F:20])[F:19])=[CH:14][CH:13]=1.[N:22]([C:25]([CH3:28])([CH3:27])[CH3:26])=[C:23]=[O:24]>C(Cl)Cl>[Br:1][C:2]1[CH:11]=[CH:10][CH:9]=[C:8]2[C:3]=1[CH2:4][CH2:5][N:6]([C:23]([NH:22][C:25]([CH3:28])([CH3:27])[CH3:26])=[O:24])[CH:7]2[C:12]1[CH:17]=[CH:16][C:15]([C:18]([F:19])([F:20])[F:21])=[CH:14][CH:13]=1.